Dataset: the Open Reaction Database (ORD), a public repository of structured organic reaction records. Task: describe an organic reaction: reactants, conditions, products, and yield The reactants are ClC1=CC=C(C(=O)CNC(COCC)=O)C=C1 (N-[(4-chlorobenzoyl)methyl]-2-ethoxyacetamide), ice water. Run in S(O)(O)(=O)=O (sulphuric acid). Conditions: time 20 hour. Yields the product ClC1=CC=C(C=C1)C1=CN=C(O1)COCC (5-(4-chlorophenyl)-2-ethoxymethyloxazole). Isolated yield 88.8%. As a reaction SMILES: [Cl:1][C:2]1[CH:17]=[CH:16][C:5]([C:6]([CH2:8][NH:9][C:10](=[O:15])[CH2:11][O:12][CH2:13][CH3:14])=O)=[CH:4][CH:3]=1>S(=O)(=O)(O)O>[Cl:1][C:2]1[CH:17]=[CH:16][C:5]([C:6]2[O:15][C:10]([CH2:11][O:12][CH2:13][CH3:14])=[N:9][CH:8]=2)=[CH:4][CH:3]=1. Reported procedure: 12.78 g (50 mmol) of N-[(4-chlorobenzoyl)methyl]-2-ethoxyacetamide were dissolved in 32.5 ml of concentrated sulphuric acid while stirring and cooling intermittently so that the temperature did not rise above room temperature. The mixture was held at room temperature for 20 hours, then poured on to 600 ml of ice/water and extracted three times with 150 ml of diethyl ether each time. The combined ether extracts were washed with 100 ml of saturated sodium hydrogen carbonate solution, then dried ov... Reactants: O (water), O(C1=CC=CC=C1)CC(=O)NC1[C@@H]2N(C(C(S2=O)(C)C)C(=O)OCC2=CC=C(C=C2)[N+](=O)[O-])C1=O (p-nitrobenzyl 6-phenoxyacetamido-2,2-dimethylpenam-3-carboxylate-1-oxide), penicillin sulfoxide ester, ClN1C(C=2C(C1=O)=CC=CC2)=O (N-chlorophthalimide). Run in C1(=CC=CC=C1)C (toluene). Product: CC(C(C(=O)OCC1=CC=C(C=C1)[N+](=O)[O-])N1C(C(C1=O)NC(COC1=CC=CC=C1)=O)S(=O)Cl)=C (p-Nitrobenzyl 3-Methyl-2-(2-chlorosulfinyl-4-oxo-3-phenoxyacetamido-1-azetidinyl)-3-butenoate). As a reaction SMILES: O.[O:2]([CH2:9][C:10]([NH:12][CH:13]1[C:35](=[O:36])[N:15]2[CH:16]([C:22]([O:24][CH2:25][C:26]3[CH:31]=[CH:30][C:29]([N+:32]([O-:34])=[O:33])=[CH:28][CH:27]=3)=[O:23])[C:17]([CH3:21])([CH3:20])[S:18](=[O:19])[C@H:14]12)=[O:11])[C:3]1[CH:8]=[CH:7][CH:6]=[CH:5][CH:4]=1.[Cl:37]N1C(=O)C2=CC=CC=C2C1=O>C1(C)C=CC=CC=1>[CH3:20][C:17](=[CH2:21])[CH:16]([N:15]1[C:35](=[O:36])[CH:13]([NH:12][C:10](=[O:11])[CH2:9][O:2][C:3]2[CH:8]=[CH:7][CH:6]=[CH:5][CH:4]=2)[CH:14]1[S:18]([Cl:37])=[O:19])[C:22]([O:24][CH2:25][C:26]1[CH:31]=[CH:30][C:29]([N+:32]([O-:34])=[O:33])=[CH:28][CH:27]=1)=[O:23]. Procedure details: Tolune (425 ml.) was heated in equipment containing a Dean-Stark water trap to azeotropically remove any moisture which may be present, and 25 ml. of toluene were removed thereby. To the remaining toluene were added 10.0 g. (20 mmol.) of p-nitrobenzyl 6-phenoxyacetamido-2,2-dimethylpenam-3-carboxylate-1-oxide, the toluene being maintained at a temperature slightly below reflux. Toluene (200 ml.) was separately distilled, and 4.0 g. (22 mmol.) of N-chlorophthalimide were added. The resulting solu...